Dataset: the Open Reaction Database (ORD), a public repository of structured organic reaction records. Task: describe an organic reaction: reactants, conditions, products, and yield The reactants are ClCCl, O=Cc1ccccc1, NCC1COc2ccccc2O1. Product: c1ccc(CNCC2COc3ccccc3O2)cc1. RXN SMILES: [CH2:21]([Cl:22])[Cl:23].[CH:13](=[O:14])[c:15]1[cH:16][cH:17][cH:18][cH:19][cH:20]1.[O:1]1[CH:2]([CH2:11][NH2:12])[CH2:3][O:4][c:5]2[c:6]1[cH:7][cH:8][cH:9][cH:10]2>>[O:1]1[CH:2]([CH2:11][NH:12][CH2:13][c:15]2[cH:16][cH:17][cH:18][cH:19][cH:20]2)[CH2:3][O:4][c:5]2[c:6]1[cH:7][cH:8][cH:9][cH:10]2. Starting materials: CO, O=C(OCc1ccccc1)N1CC(O)C(c2ccccc2)C1, [Pd]. The product is OC1CNCC1c1ccccc1. Reaction SMILES: [CH3:23][OH:24].[OH:1][CH:2]1[CH2:3][N:4]([C:13]([O:14][CH2:15][c:16]2[cH:17][cH:18][cH:19][cH:20][cH:21]2)=[O:22])[CH2:5][CH:6]1[c:7]1[cH:8][cH:9][cH:10][cH:11][cH:12]1.[Pd:25]>>[OH:1][CH:2]1[CH2:3][NH:4][CH2:5][CH:6]1[c:7]1[cH:8][cH:9][cH:10][cH:11][cH:12]1. Reactants: C(C1=CC=CC=C1)OC(=O)N[C@](CC(=O)OCC)(C(=O)O)C(=O)OCC ((R)-1-ethyl hydrogen 3-benzyloxycarbonylamino-3-ethoxycarbonylsuccinate), ClC(=O)OCC(C)C (isobutyl chloroformate), Cl (hydrochloric acid), N (ammonia). Solvent: C1CCOC1 (THF), C(C)N(CC)CC (triethylamine). The product is C(C1=CC=CC=C1)OC(=O)N[C@](C(=O)OCC)(CC(=O)OCC)C(N)=O ((R)-diethyl 2-benzyloxycarbonylamino-2-carbamoylsuccinate). Isolated yield 84.0%. RXN SMILES: [CH2:1]([O:8][C:9]([NH:11][C@@:12]([C:22]([O:24][CH2:25][CH3:26])=[O:23])([C:19](O)=[O:20])[CH2:13][C:14]([O:16][CH2:17][CH3:18])=[O:15])=[O:10])[C:2]1[CH:7]=[CH:6][CH:5]=[CH:4][CH:3]=1.ClC(OCC(C)C)=O.[NH3:35].Cl>C1COCC1.C(N(CC)CC)C>[CH2:1]([O:8][C:9]([NH:11][C@@:12]([C:19](=[O:20])[NH2:35])([CH2:13][C:14]([O:16][CH2:17][CH3:18])=[O:15])[C:22]([O:24][CH2:25][CH3:26])=[O:23])=[O:10])[C:2]1[CH:7]=[CH:6][CH:5]=[CH:4][CH:3]=1. Procedure: A solution of (R)-1-ethyl hydrogen 3-benzyloxycarbonylamino-3-ethoxycarbonylsuccinate (1.8 g) in THF (20 mL) was added with triethylamine (0.96 mL) and isobutyl chloroformate (0.84 mL, 0.87 g) in this order at −15° C. with stirring, and the mixture was stirred for 5 minutes. A solution of 25% aqueous ammonia (0.47 mL) was dropped into the reaction mixture at the same temperature. The reaction mixture was stirred at the same temperature for 1 hour, and then poured into diluted hydrochloric acid, ... Product: CCc1nc(C2CCCC2)n2nc(-c3cccc(NCc4ccccc4)c3)[nH]c(=O)c12. RXN SMILES: [CH:25](=[O:26])[c:27]1[cH:28][cH:29][cH:30][cH:31][cH:32]1.[NH2:1][c:2]1[cH:3][c:4](-[c:8]2[n:9][n:10]3[c:11]([c:12](=[O:14])[nH:13]2)[c:15]([CH2:23][CH3:24])[n:16][c:17]3[CH:18]2[CH2:19][CH2:20][CH2:21][CH2:22]2)[cH:5][cH:6][cH:7]1>>[NH:1]([c:2]1[cH:3][c:4](-[c:8]2[n:9][n:10]3[c:11]([c:12](=[O:14])[nH:13]2)[c:15]([CH2:23][CH3:24])[n:16][c:17]3[CH:18]2[CH2:19][CH2:20][CH2:21][CH2:22]2)[cH:5][cH:6][cH:7]1)[CH2:25][c:27]1[cH:28][cH:29][cH:30][cH:31][cH:32]1. Starting materials: O=Cc1ccccc1, CCc1nc(C2CCCC2)n2nc(-c3cccc(N)c3)[nH]c(=O)c12. Starting materials: CN(C)C=O, [H-], ICCCCCC=C(c1ccccc1)c1cccnc1, [Na+], C1CCOC1, O, Oc1ccccc1. Product: C(CCCCCOc1ccccc1)=C(c1ccccc1)c1cccnc1. Reaction SMILES: [CH3:36][N:37]([CH3:38])[CH:39]=[O:40].[H-:28].[I:1][CH2:2][CH2:3][CH2:4][CH2:5][CH2:6][CH:7]=[C:8]([c:9]1[cH:10][n:11][cH:12][cH:13][cH:14]1)[c:15]1[cH:16][cH:17][cH:18][cH:19][cH:20]1.[Na+:29].[O:31]1[CH2:32][CH2:33][CH2:34][CH2:35]1.[OH2:30].[OH:21][c:22]1[cH:23][cH:24][cH:25][cH:26][cH:27]1>>[CH2:2]([CH2:3][CH2:4][CH2:5][CH2:6][CH:7]=[C:8]([c:9]1[cH:10][n:11][cH:12][cH:13][cH:14]1)[c:15]1[cH:16][cH:17][cH:18][cH:19][cH:20]1)[O:21][c:22]1[cH:23][cH:24][cH:25][cH:26][cH:27]1. The reactants are CC(=O)O, O, CC(CO)(CCCCSCCCCC(C)(CO)c1ccccc1)c1ccccc1, OO. Product: CC(CO)(CCCCS(=O)CCCCC(C)(CO)c1ccccc1)c1ccccc1. As a reaction SMILES: [CH3:32][C:33](=[O:34])[OH:35].[OH2:36].[OH:1][CH2:2][C:3]([CH2:4][CH2:5][CH2:6][CH2:7][S:8][CH2:9][CH2:10][CH2:11][CH2:12][C:13]([CH2:14][OH:15])([c:16]1[cH:17][cH:18][cH:19][cH:20][cH:21]1)[CH3:22])([c:23]1[cH:24][cH:25][cH:26][cH:27][cH:28]1)[CH3:29].[OH:30][OH:31]>>[OH:1][CH2:2][C:3]([CH2:4][CH2:5][CH2:6][CH2:7][S:8]([CH2:9][CH2:10][CH2:11][CH2:12][C:13]([CH2:14][OH:15])([c:16]1[cH:17][cH:18][cH:19][cH:20][cH:21]1)[CH3:22])=[O:30])([c:23]1[cH:24][cH:25][cH:26][cH:27][cH:28]1)[CH3:29]. The reactants are BrC1=CN=C(S1)C=1C=CC(=C(C#N)C1)OC(C)C (5-(5-bromo-1,3-thiazol-2-yl)-2-[(1-methylethyl)oxy]benzonitrile), C(C)C1=C(C=CC=C1\C=C\OC)B1OC(C(O1)(C)C)(C)C (2-{2-ethyl-3-[(E)-2-(methyloxy)ethenyl]phenyl}-4,4,5,5-tetramethyl-1,3,2-dioxaborolane), P(=O)([O-])([O-])[O-].[K+].[K+].[K+] (tripotassium phosphate). Reagents/catalysts: C=1C=CC(=CC1)[P](C=2C=CC=CC2)(C=3C=CC=CC3)[Pd]([P](C=4C=CC=CC4)(C=5C=CC=CC5)C=6C=CC=CC6)([P](C=7C=CC=CC7)(C=8C=CC=CC8)C=9C=CC=CC9)[P](C=1C=CC=CC1)(C=1C=CC=CC1)C=1C=CC=CC1 (Pd(Ph3P)4). Solvent: CN(C=O)C (N,N-dimethylformamide), O (water). Conditions: temperature 120 celsius. The product is C(C)C1=C(C=CC=C1\C=C\OC)C1=CN=C(S1)C=1C=CC(=C(C#N)C1)OC(C)C (5-(5-{2-ethyl-3-[(E)-2-(methyloxy)ethenyl]phenyl}-1,3-thiazol-2-yl)-2-[(1-methylethyl)oxy]benzonitrile). Isolated yield 97.4%. Reaction SMILES: Br[C:2]1[S:6][C:5]([C:7]2[CH:8]=[CH:9][C:10]([O:15][CH:16]([CH3:18])[CH3:17])=[C:11]([CH:14]=2)[C:12]#[N:13])=[N:4][CH:3]=1.[CH2:19]([C:21]1[C:26](/[CH:27]=[CH:28]/[O:29][CH3:30])=[CH:25][CH:24]=[CH:23][C:22]=1B1OC(C)(C)C(C)(C)O1)[CH3:20].P([O-])([O-])([O-])=O.[K+].[K+].[K+]>CN(C)C=O.O.C1C=CC([P]([Pd]([P](C2C=CC=CC=2)(C2C=CC=CC=2)C2C=CC=CC=2)([P](C2C=CC=CC=2)(C2C=CC=CC=2)C2C=CC=CC=2)[P](C2C=CC=CC=2)(C2C=CC=CC=2)C2C=CC=CC=2)(C2C=CC=CC=2)C2C=CC=CC=2)=CC=1>[CH2:19]([C:21]1[C:26](/[CH:27]=[CH:28]/[O:29][CH3:30])=[CH:25][CH:24]=[CH:23][C:22]=1[C:2]1[S:6][C:5]([C:7]2[CH:8]=[CH:9][C:10]([O:15][CH:16]([CH3:18])[CH3:17])=[C:11]([CH:14]=2)[C:12]#[N:13])=[N:4][CH:3]=1)[CH3:20] |f:2.3.4.5,^1:57,59,78,97|. Procedure: To a solution of 5-(5-bromo-1,3-thiazol-2-yl)-2-[(1-methylethyl)oxy]benzonitrile (D65) (500 mg), 2-{2-ethyl-3-[(E)-2-(methyloxy)ethenyl]phenyl}-4,4,5,5-tetramethyl-1,3,2-dioxaborolane (401 mg) and tripotassium phosphate (591 mg) in N,N-dimethylformamide (DMF) (12 mL) and water (2 mL) stirred under nitrogen at room temperature was added Pd(Ph3P)4 (161 mg) in one charge. The reaction vessel was sealed and heated under microwave at 120° C. for 15 min. After cooling the reaction, the reaction mixtur... The reactants are CCCCN1C(=O)NC(Cc2ccc(C=O)cc2)C1=O, O=C(NOC(=O)C(F)(F)F)C(F)(F)F, c1ccncc1, c1ccccc1. Product: CCCCN1C(=O)NC(Cc2ccc(C#N)cc2)C1=O. Reaction SMILES: [CH2:21]([CH2:22][CH2:23][CH3:24])[N:25]1[C:26](=[O:40])[NH:27][CH:28]([CH2:31][c:32]2[cH:33][cH:34][c:35]([CH:38]=[O:39])[cH:36][cH:37]2)[C:29]1=[O:30].[F:1][C:2]([F:3])([F:4])[C:6]([NH:5][O:7][C:8](=[O:9])[C:10]([F:11])([F:12])[F:13])=[O:14].[cH:15]1[cH:16][cH:17][n:18][cH:19][cH:20]1.[cH:41]1[cH:42][cH:43][cH:44][cH:45][cH:46]1>>[N:5]#[C:38][c:35]1[cH:34][cH:33][c:32]([CH2:31][CH:28]2[NH:27][C:26](=[O:40])[N:25]([CH2:21][CH2:22][CH2:23][CH3:24])[C:29]2=[O:30])[cH:37][cH:36]1. Product: C(C)(=O)OC[C@@H]1CC[C@@H](O1)N1C(=O)NC(=O)C(C)=C1 (5'-O-Acetyl-3'-deoxythymidine). RXN SMILES: N1C=CC=CC=1.N([C@@H:10]1[C@@H:14]([CH2:15][OH:16])[O:13][C@@H:12]([N:17]2[CH:25]=[C:23]([CH3:24])[C:21](=[O:22])[NH:20][C:18]2=[O:19])[CH2:11]1)=[N+]=[N-].[C:26](OC(=O)C)(=[O:28])[CH3:27]>C(Cl)(Cl)Cl>[C:26]([O:16][CH2:15][C@H:14]1[O:13][C@@H:12]([N:17]2[CH:25]=[C:23]([CH3:24])[C:21](=[O:22])[NH:20][C:18]2=[O:19])[CH2:11][CH2:10]1)(=[O:28])[CH3:27]. Solvent: C(Cl)(Cl)Cl (CHCl3). Conditions: time 8 hour. Procedure details: To a pyridine (50 ml) solution of 3'-azido-3'-deoxythymidine (5.0 g, 18.7 mmole) 1 was added acetic anhydride dropwise in an ice-water bath. The mixture was allowed to stand overnight in the refrigerator. The solution was then poured into CHCl3 (20 ml), washed with H2O (200 ml×2), with a saturated solution of sodium bicarbonate and then H2O (200 ml×2). The organic layer was then dried (MgSO4). After removing the solvent, a syrup (6.5 g) was obtained. Reactants: N1=CC=CC=C1 (pyridine), N(=[N+]=[N-])[C@H]1C[C@@H](O[C@@H]1CO)N1C(=O)NC(=O)C(C)=C1 (3'-azido-3'-deoxythymidine), C(C)(=O)OC(C)=O (acetic anhydride).